This data is from the Open Reaction Database (ORD), a public repository of structured organic reaction records. The task is: describe an organic reaction: reactants, conditions, products, and yield Starting materials: COCCOC, N#Cc1ccc(N(CCO)CC(F)(F)F)cc1C(F)(F)F, CC(=O)Nc1ccc(O)nc1. Yields the product CC(=O)Nc1ccc(OCCN(CC(F)(F)F)c2ccc(C#N)c(C(F)(F)F)c2)nc1. As a reaction SMILES: [CH3:33][O:34][CH2:35][CH2:36][O:37][CH3:38].[OH:1][CH2:2][CH2:3][N:4]([c:5]1[cH:6][c:7]([C:13]([F:14])([F:15])[F:16])[c:8]([C:9]#[N:10])[cH:11][cH:12]1)[CH2:17][C:18]([F:19])([F:20])[F:21].[OH:22][c:23]1[cH:24][cH:25][c:26]([NH:29][C:30]([CH3:31])=[O:32])[cH:27][n:28]1>>[O:1]([CH2:2][CH2:3][N:4]([c:5]1[cH:6][c:7]([C:13]([F:14])([F:15])[F:16])[c:8]([C:9]#[N:10])[cH:11][cH:12]1)[CH2:17][C:18]([F:19])([F:20])[F:21])[c:23]1[cH:24][cH:25][c:26]([NH:29][C:30]([CH3:31])=[O:32])[cH:27][n:28]1. The reactants are C(C)(C)NC(C)C (diisopropylamine), C(C)(=O)OC(C)(C)C (tert.-butyl acetate), solution, C(CCC)[Li] (butyllithium), O1CCCC1 (tetrahydrofuran), C(C)(=O)OCC (ethyl acetate). Run in C1CCCCC1 (cyclohexane). Reaction conditions: temperature -40 celsius, time 30 minute. Yields the product CC(CC(=O)OC(C)(C)C)(CC(=O)OC(C)(C)C)O (ditert.-butyl 3-methyl-3-hydroxy-glutarate). As a reaction SMILES: [CH2:1]([Li])CCC.[O:6]1CC[CH2:8][CH2:7]1.C(N[CH:15]([CH3:17])[CH3:16])(C)C.[C:18]([O:21][C:22]([CH3:25])([CH3:24])[CH3:23])(=[O:20])[CH3:19].[C:26]([O:29]CC)(=[O:28])[CH3:27]>C1CCCCC1>[CH3:8][C:7]([OH:6])([CH2:27][C:26]([O:29][C:15]([CH3:16])([CH3:17])[CH3:1])=[O:28])[CH2:19][C:18]([O:21][C:22]([CH3:25])([CH3:24])[CH3:23])=[O:20]. Reported procedure: 187 g of a solution of 19.5% butyllithium in cyclohexane (36.4 g of butyllithium) were added over 5 minutes at -40° C. under argon to 500 ml of tetrahydrofuran and then 57.5 g of diisopropylamine were added over 5 minutes at -40° C. The mixture was stirred at -40° C. for 30 minutes and 66 g of tert.-butyl acetate were added thereto at -40° C. The mixture was stirred at -40° C. for 30 minutes and then 27.5 g (≃0.55 mole per mole of tert.-butyl acetate) of ethyl acetate were added at -40° C. over ...